This data is from the Open Reaction Database (ORD), a public repository of structured organic reaction records. The task is: describe an organic reaction: reactants, conditions, products, and yield The reactants are CC(C)O, COc1cc2c(Cl)ncnc2cc1OCCCN1CCCC1, Cl, Nc1ccc2[nH]ccc2c1. The product is Cl, COc1cc2c(Nc3ccc4[nH]ccc4c3)ncnc2cc1OCCCN1CCCC1. Reaction SMILES: [CH:34]([OH:35])([CH3:36])[CH3:37].[Cl:1][c:2]1[n:3][cH:4][n:5][c:6]2[cH:7][c:8]([O:14][CH2:15][CH2:16][CH2:17][N:18]3[CH2:19][CH2:20][CH2:21][CH2:22]3)[c:9]([O:12][CH3:13])[cH:10][c:11]12.[ClH:33].[NH2:23][c:24]1[cH:25][c:26]2[cH:27][cH:28][nH:29][c:30]2[cH:31][cH:32]1>>[ClH:1].[c:2]1([NH:23][c:24]2[cH:25][c:26]3[cH:27][cH:28][nH:29][c:30]3[cH:31][cH:32]2)[n:3][cH:4][n:5][c:6]2[cH:7][c:8]([O:14][CH2:15][CH2:16][CH2:17][N:18]3[CH2:19][CH2:20][CH2:21][CH2:22]3)[c:9]([O:12][CH3:13])[cH:10][c:11]12. The reactants are C1(=CC=CC=C1)S(=O)(=O)C1=CC(=C(C=C1)N(S(=O)(=O)C)C)[N+](=O)[O-] (N-(4-benzenesulphonyl-2-nitro-phenyl)-N-methyl-methanesulphonamide). Solvent: S(O)(O)(=O)=O (sulphuric acid). The product is C1(=CC=CC=C1)S(=O)(=O)C1=CC(=C(C=C1)NC)[N+](=O)[O-] ((4-benzenesulphonyl-2-nitro-phenyl)-N-methylamine). As a reaction SMILES: [C:1]1([S:7]([C:10]2[CH:15]=[CH:14][C:13]([N:16]([CH3:21])S(C)(=O)=O)=[C:12]([N+:22]([O-:24])=[O:23])[CH:11]=2)(=[O:9])=[O:8])[CH:6]=[CH:5][CH:4]=[CH:3][CH:2]=1>S(=O)(=O)(O)O>[C:1]1([S:7]([C:10]2[CH:15]=[CH:14][C:13]([NH:16][CH3:21])=[C:12]([N+:22]([O-:24])=[O:23])[CH:11]=2)(=[O:8])=[O:9])[CH:2]=[CH:3][CH:4]=[CH:5][CH:6]=1. Reported procedure: 7.2 g (19.4 mmol) of N-(4-benzenesulphonyl-2-nitro-phenyl)-N-methyl-methanesulphonamide are heated to 130° C. in 70 ml conc. sulphuric acid for 15 minutes. Then the mixture is poured onto ice water, the precipitate formed is suction filtered, washed with water and dried. Starting materials: Cl (hydrochloric acid), C(#N)C1=COC2=C(C1=O)C=C(C(=C2)NS(=O)(=O)C)OC2=C(C=CC=C2)F (3-cyano-6-(2-fluorophenoxy)-7-methylsulfonylamino-4H-1-benzopyran-4-one), C(C)(=O)O (acetic acid). Yields the product C(N)(=O)C1=COC2=C(C1=O)C=C(C(=C2)NS(=O)(=O)C)OC2=C(C=CC=C2)F (3-carbamoyl-6-(2-fluorophenoxy)-7-methylsulfonylamino-4H-1-benzopyran-4-one). The yield is 42.1%. RXN SMILES: Cl.[C:2]([C:4]1[C:9](=[O:10])[C:8]2[CH:11]=[C:12]([O:20][C:21]3[CH:26]=[CH:25][CH:24]=[CH:23][C:22]=3[F:27])[C:13]([NH:15][S:16]([CH3:19])(=[O:18])=[O:17])=[CH:14][C:7]=2[O:6][CH:5]=1)#[N:3].C(O)(=[O:30])C>>[C:2]([C:4]1[C:9](=[O:10])[C:8]2[CH:11]=[C:12]([O:20][C:21]3[CH:26]=[CH:25][CH:24]=[CH:23][C:22]=3[F:27])[C:13]([NH:15][S:16]([CH3:19])(=[O:18])=[O:17])=[CH:14][C:7]=2[O:6][CH:5]=1)(=[O:30])[NH2:3]. Procedure: 30 ml of concentrated hydrochloric acid and 60 ml of acetic acid were added to 3.74 g of 3-cyano-6-(2-fluorophenoxy)-7-methylsulfonylamino-4H-1-benzopyran-4-one. The mixture was refluxed for 30 minutes. After the completion of the reaction, the solvent was removed by distillation under reduced pressure. The residue was washed with water and then recrystallized from acetic acid to obtain 1.65% (yield: 42.1%) of 3-carbamoyl-6-(2-fluorophenoxy)-7-methylsulfonylamino-4H-1-benzopyran-4-one having a m... Starting materials: FC1=CC(=C(C(=O)O)C=C1)C (4-fluoro-2-methylbenzoic acid), C([O-])([O-])=O.[Cs+].[Cs+] (cesium carbonate), IC (iodomethane). Solvent: C1CCOC1 (THF). Run at temperature 70 celsius, time 16 hour. Yields the product FC1=CC(=C(C(=O)OC)C=C1)C (methyl 4-fluoro-2-methylbenzoate). The yield is 86.9%. Reaction SMILES: [F:1][C:2]1[CH:10]=[CH:9][C:5]([C:6]([OH:8])=[O:7])=[C:4]([CH3:11])[CH:3]=1.[C:12](=O)([O-])[O-].[Cs+].[Cs+].IC>C1COCC1>[F:1][C:2]1[CH:10]=[CH:9][C:5]([C:6]([O:8][CH3:12])=[O:7])=[C:4]([CH3:11])[CH:3]=1 |f:1.2.3|. Procedure: To a solution of 4-fluoro-2-methylbenzoic acid (4.0 g, 26.0 mmol) in THF (30 mL) in a pressure vessel was added cesium carbonate (8.45 mg, 26.0 mmol) and iodomethane (2.0 M in tert-butyl methyl ether, 13.0 mL, 26.0 mmol). The vessel was sealed and the reaction was stirred at 70° C. for 16 h. After cooling to rt, the reaction was quenched with saturated sodium bicarbonate (10 mL) and water (50 mL). The aqueous layer was extracted with dichloromethane (3×50 mL), and then the organic phase was drie... Reactants: CN1CCN(CC1)CC1=C(C=CC=C1)[N+](=O)[O-] (N1 -methyl-N4 -(2-nitrobenzyl)piperazine), O.NN (hydrazine hydrate). Reagents/catalysts: [Ni] (Raney nickel). Run in C(C)O (ethanol). Conditions: time 2 hour. Product: CN1CCN(CC1)CC1=C(C=CC=C1)N (N1 -methyl-N4 -(2-aminobenzyl)piperazine). RXN SMILES: O.NN.[CH3:4][N:5]1[CH2:10][CH2:9][N:8]([CH2:11][C:12]2[CH:17]=[CH:16][CH:15]=[CH:14][C:13]=2[N+:18]([O-])=O)[CH2:7][CH2:6]1>C(O)C.[Ni]>[CH3:4][N:5]1[CH2:10][CH2:9][N:8]([CH2:11][C:12]2[CH:17]=[CH:16][CH:15]=[CH:14][C:13]=2[NH2:18])[CH2:7][CH2:6]1 |f:0.1|. Reported procedure: In 30 volume parts of ethanol is dissolved 1.87 parts of N1 -methyl-N4 -(2-nitrobenzyl)piperazine, followed by the addition of 3.0 parts of Raney nickel. Then, 3.0 parts of hydrazine hydrate is further added to the mixture and the entire mixture is kept at room temperature for 2 hours. Following this reaction, the Raney nickel is filtered off and the solvent is distilled off under reduced pressure. The residual oily substance is recrystallized from aqueous methanol. The procedure gives pale yell... The reactants are Cc1cc(C)c(CNC(=O)c2cc(-c3cccc(CBr)c3)nc3c2cnn3C(C)C)c(=O)[nH]1, CNCCCN(C)C, CN(C)C=O. The product is Cc1cc(C)c(CNC(=O)c2cc(-c3cccc(CN(C)CCCN(C)C)c3)nc3c2cnn3C(C)C)c(=O)[nH]1. RXN SMILES: [Br:1][CH2:2][c:3]1[cH:4][c:5](-[c:9]2[cH:10][c:11]([C:21](=[O:22])[NH:23][CH2:24][c:25]3[c:26](=[O:33])[nH:27][c:28]([CH3:32])[cH:29][c:30]3[CH3:31])[c:12]3[c:13]([n:14]2)[n:15]([CH:18]([CH3:19])[CH3:20])[n:16][cH:17]3)[cH:6][cH:7][cH:8]1.[CH3:34][N:35]([CH2:36][CH2:37][CH2:38][NH:39][CH3:40])[CH3:41].[O:42]=[CH:43][N:44]([CH3:45])[CH3:46]>>[CH2:2]([c:3]1[cH:4][c:5](-[c:9]2[cH:10][c:11]([C:21](=[O:22])[NH:23][CH2:24][c:25]3[c:26](=[O:33])[nH:27][c:28]([CH3:32])[cH:29][c:30]3[CH3:31])[c:12]3[c:13]([n:14]2)[n:15]([CH:18]([CH3:19])[CH3:20])[n:16][cH:17]3)[cH:6][cH:7][cH:8]1)[N:39]([CH2:38][CH2:37][CH2:36][N:35]([CH3:34])[CH3:41])[CH3:40]. The reactants are ClC=1C=C(C#N)C=C(C1)OC1=C(C(=CC(=C1F)CBr)Br)Br (3-chloro-5-{[2,3-dibromo-5-(bromomethyl)-6-fluorophenyl]oxy}benzonitrile), N (ammonia), CO (methanol). Run in ClCCl (dichloromethane). Conditions: time 8 hour. Product: NCC=1C(=C(C(=C(C1)Br)Br)OC=1C=C(C#N)C=C(C1)Cl)F (3-{[3-(aminomethyl)-5,6-dibromo-2-fluorophenyl]oxy}-5-chlorobenzonitrile). Isolated yield 19.5%. Reaction SMILES: [Cl:1][C:2]1[CH:3]=[C:4]([CH:7]=[C:8]([O:10][C:11]2[C:16]([F:17])=[C:15]([CH2:18]Br)[CH:14]=[C:13]([Br:20])[C:12]=2[Br:21])[CH:9]=1)[C:5]#[N:6].[NH3:22].CO>ClCCl>[NH2:22][CH2:18][C:15]1[C:16]([F:17])=[C:11]([O:10][C:8]2[CH:7]=[C:4]([CH:3]=[C:2]([Cl:1])[CH:9]=2)[C:5]#[N:6])[C:12]([Br:21])=[C:13]([Br:20])[CH:14]=1. Procedure: A mixture of 3-chloro-5-{[2,3-dibromo-5-(bromomethyl)-6-fluorophenyl]oxy}benzonitrile (0.185 g, 0.371 mmol) and 7M ammonia in methanol (5 mL, 35.0 mmol) in dichloromethane (5 mL) was stirred at RT overnight. The solvent was evaporated and the residue was purified by chromatography (MeOH:dichloromethane) to give the desired product (37 mg, 19.5%) as a white solid. 1H NMR (400 MHz, methanol-d4) δ ppm 7.80 (d, 1H), 7.52 (t, 1H), 7.25 (t, 1H), 7.20 (d, 1H), 3.82 (s, 2H). Starting materials: Clc1nc(N2CCOCC2)c2sc(CBr)cc2n1, [K+], [K+], O=C([O-])[O-], O=C1NC(=O)c2ccccc21, CN(C)C=O. The product is O=C1c2ccccc2C(=O)N1Cc1cc2nc(Cl)nc(N3CCOCC3)c2s1. Reaction SMILES: [Br:1][CH2:2][c:3]1[cH:4][c:5]2[n:6][c:7]([Cl:18])[n:8][c:9]([N:12]3[CH2:13][CH2:14][O:15][CH2:16][CH2:17]3)[c:10]2[s:11]1.[K+:19].[K+:20].[O-:21][C:22]([O-:23])=[O:24].[O:25]=[C:26]1[NH:27][C:28](=[O:29])[c:30]2[cH:31][cH:32][cH:33][cH:34][c:35]21.[O:36]=[CH:37][N:38]([CH3:39])[CH3:40]>>[CH2:2]([c:3]1[cH:4][c:5]2[n:6][c:7]([Cl:18])[n:8][c:9]([N:12]3[CH2:13][CH2:14][O:15][CH2:16][CH2:17]3)[c:10]2[s:11]1)[N:27]1[C:26](=[O:25])[c:35]2[c:30]([cH:31][cH:32][cH:33][cH:34]2)[C:28]1=[O:29]. Yields the product Cc1nc2cc(Cl)c(N)cc2o1. The reactants are Cc1nc2cc(Cl)c([N+](=O)[O-])cc2o1, C1CCOC1. RXN SMILES: [Cl:1][c:2]1[c:3]([N+:12]([O-:13])=[O:14])[cH:4][c:5]2[c:6]([n:7][c:8]([CH3:10])[o:9]2)[cH:11]1.[O:15]1[CH2:16][CH2:17][CH2:18][CH2:19]1>>[Cl:1][c:2]1[c:3]([NH2:12])[cH:4][c:5]2[c:6]([n:7][c:8]([CH3:10])[o:9]2)[cH:11]1.